This data is from the Open Reaction Database (ORD), a public repository of structured organic reaction records. The task is: describe an organic reaction: reactants, conditions, products, and yield Reported procedure: 200 mL of diethyl ether was put into a round-neck flask, 41.5 g of 2-methyl-2-adamantanol and 27.6 g of tetraethyl amine were added thereto and then 22.6 g of acryloyl chloride was dropped. The reactant was reacted at room temperature for about 12 hours and then filtered using diethyl ether. Subsequently, the solvent was removed by an evaporator and then the reactant product was obtained using vacuum distillation (yield: 55%). Yield: 55.0%. RXN SMILES: [CH3:1][C:2]1(O)[CH:9]2[CH2:10][CH:5]3[CH2:6][CH:7]([CH2:11][CH:3]1[CH2:4]3)[CH2:8]2.[C:13](Cl)(=[O:16])[CH:14]=[CH2:15].C([O:20]CC)C>>[C:13]([O:16][C:3]12[CH2:11][CH:7]3[CH2:6][CH:5]([CH2:10][CH:9]([CH2:8]3)[CH:2]1[CH3:1])[CH2:4]2)(=[O:20])[CH:14]=[CH2:15]. The product is C(C=C)(=O)OC12C(C3CC(CC(C1)C3)C2)C (2-methyladamantyl acrylate). Reactants: C(C)OCC (diethyl ether), CC1(C2CC3CC(CC1C3)C2)O (2-methyl-2-adamantanol), tetraethyl amine, C(C=C)(=O)Cl (acryloyl chloride). The reactants are N=1C=C(N2C1C=CC=C2)S(=O)(=O)O (imidazo[1,2-a]-pyridine-3-sulfonic acid), P(=O)(Cl)(Cl)Cl (phosphorus oxychloride), ice water. Run in C(Cl)Cl (DCM). The product is N=1C=C(N2C1C=CC=C2)S(=O)(=O)Cl (imidazo[1,2-a]-pyridine-3-sulfonyl chloride). As a reaction SMILES: [N:1]1[CH:2]=[C:3]([S:10]([OH:13])(=O)=[O:11])[N:4]2[CH:9]=[CH:8][CH:7]=[CH:6][C:5]=12.P(Cl)(Cl)([Cl:16])=O>C(Cl)Cl>[N:1]1[CH:2]=[C:3]([S:10]([Cl:16])(=[O:13])=[O:11])[N:4]2[CH:9]=[CH:8][CH:7]=[CH:6][C:5]=12. Procedure: The product from Step 1 (0.10 g, 0.5 mmol) was treated with phosphorus oxychloride (3 mL) and heated to reflux overnight. The reaction mixture was cooled to RT and treated with DCM (50 mL), poured into ice-water (100 mL), and then extracted with DCM (4×100 mL). The organic layers were combined and dried (Na2SO4), filtered, and concentrated to dryness under vacuum to give the title compound (0.10 g). 1H NMR (DMSO-d6) δ 8.87 (m, 1 H), 8.25 (s, 1 H), 7.98 (m, 2 H), 7.57 (m, 1 H). Starting materials: CC#N, O=[N+]([O-])c1cnc2ccccc2c1NCC1(O)CCC2(CC1)OCCO2. The product is Nc1cnc2ccccc2c1NCC1(O)CCC2(CC1)OCCO2. As a reaction SMILES: [CH3:27][C:28]#[N:29].[N+:1]([O-:2])(=[O:3])[c:4]1[cH:5][n:6][c:7]2[cH:8][cH:9][cH:10][cH:11][c:12]2[c:13]1[NH:14][CH2:15][C:16]1([OH:26])[CH2:17][CH2:18][C:19]2([O:20][CH2:21][CH2:22][O:23]2)[CH2:24][CH2:25]1>>[NH2:1][c:4]1[cH:5][n:6][c:7]2[cH:8][cH:9][cH:10][cH:11][c:12]2[c:13]1[NH:14][CH2:15][C:16]1([OH:26])[CH2:17][CH2:18][C:19]2([O:20][CH2:21][CH2:22][O:23]2)[CH2:24][CH2:25]1. Reaction SMILES: [C:13]([CH3:14])([CH3:15])([CH3:16])[c:17]1[cH:18][cH:19][c:20]([S:23][Cl:24])[cH:21][cH:22]1.[C:25]([Cl:26])([Cl:27])([Cl:28])[Cl:29].[CH:1](=[CH2:2])[S:3](=[O:4])(=[O:5])[c:6]1[cH:7][cH:8][c:9]([Cl:12])[cH:10][cH:11]1>>[CH:1]([CH2:2][Cl:26])([S:3](=[O:4])(=[O:5])[c:6]1[cH:7][cH:8][c:9]([Cl:12])[cH:10][cH:11]1)[S:23][c:20]1[cH:19][cH:18][c:17]([C:13]([CH3:14])([CH3:15])[CH3:16])[cH:22][cH:21]1. Product: CC(C)(C)c1ccc(SC(CCl)S(=O)(=O)c2ccc(Cl)cc2)cc1. The reactants are CC(C)(C)c1ccc(SCl)cc1, ClC(Cl)(Cl)Cl, C=CS(=O)(=O)c1ccc(Cl)cc1.